This data is from the Open Reaction Database (ORD), a public repository of structured organic reaction records. The task is: describe an organic reaction: reactants, conditions, products, and yield Reactants: CC(=O)O (AcOH), C1(=CC(=CC=C1)C=O)C=O (Benzene 1,3 dicarbaldehyde), N1CCCCC1 (piperidine), C(C)C(C(=O)[O-])(C(=O)[O-])CC (diethylmalonate). The solvent is C1(=CC=CC=C1)C (toluene). The product is C(=O)C=1C=C(C=CC1)C=C(C(=O)OCC)C(=O)OCC (Diethyl 2-[(3-formylphenyl)methylene]propane-1,3-dioate). RXN SMILES: [C:1]1([CH:9]=O)[CH:6]=[CH:5][CH:4]=[C:3]([CH:7]=[O:8])[CH:2]=1.C([C:13](CC)([C:17]([O-:19])=[O:18])[C:14]([O-:16])=[O:15])C.N1CCC[CH2:24][CH2:23]1.[CH3:28][C:29](O)=O>C1(C)C=CC=CC=1>[CH:7]([C:3]1[CH:2]=[C:1]([CH:9]=[C:13]([C:17]([O:19][CH2:28][CH3:29])=[O:18])[C:14]([O:16][CH2:23][CH3:24])=[O:15])[CH:6]=[CH:5][CH:4]=1)=[O:8]. Procedure: Benzene 1,3 dicarbaldehyde (1 eq) is dissolved in toluene, and diethylmalonate (1 eq) is added, followed by piperidine (0.1 eq) and AcOH (0.1 eq). The flask is equipped with a Dean Stark trap and the reaction mixture is refluxed overnight. The reaction mixture is cooled down to room temperature, washed with water, 2% aq HCl, sat. aq NaHCO3, brine, and dried. The solvent is evaporated under reduced pressure and the product 32 is isolated by column chromatography on silicagel. The product is N1(N=CN=C1)C1=CC=NC2=CC=CC=C12 (4-(1H-1,2,4-triazole-1-yl)-quinoline). The reactants are O (water), ClC1=CC=NC2=CC=CC=C12 (4-chloro-quinoline), N1N=CN=C1 (1H-1,2,4-triazole), Cl.N1N=CN=C1 (1H-1,2,4-triazole hydrochloride). Reported procedure: 3.27 g of 4-chloro-quinoline, 1.38 g of 1H-1,2,4-triazole and 0.21 g of 1H-1,2,4-triazole hydrochloride are mixed in 10 ml of dimethyl-formamide for 1 hour at 80° C. The reaction mixture is added to 50 ml of water, neutralized with cc. aqueous ammonia, the precipitate is filtered, washed with water and recrystallized from 15 ml of ethanol. 2.47 g /63%/ of 4-(1H-1,2,4-triazole-1-yl)-quinoline (Substance 1) are obtained. M.p.:147°-149° C. Run in CN(C=O)C (dimethyl-formamide). As a reaction SMILES: Cl[C:2]1[C:11]2[C:6](=[CH:7][CH:8]=[CH:9][CH:10]=2)[N:5]=[CH:4][CH:3]=1.[NH:12]1[CH:16]=[N:15][CH:14]=[N:13]1.Cl.N1C=NC=N1.O>CN(C)C=O>[N:12]1([C:2]2[C:11]3[C:6](=[CH:7][CH:8]=[CH:9][CH:10]=3)[N:5]=[CH:4][CH:3]=2)[CH:16]=[N:15][CH:14]=[N:13]1 |f:2.3|.